Dataset: the Open Reaction Database (ORD), a public repository of structured organic reaction records. Task: describe an organic reaction: reactants, conditions, products, and yield The reactants are ClC1=C(OC=2C(=NC=NC2OCCO)NS(=O)(=O)C2=NC=C(C=C2)C(C)C)C=C(C=C1)OC (N-[5-(2-chloro-5-methoxy-phenoxy)-6-(2-hydroxy-ethoxy)-pyrimidin-4-yl]-5-isopropyl-pyridine-2-sulphonamide), N1=C(C=CC=C1)C(=O)N=[N+]=[N-] (2-pyridyl-carboxylic acid azide), O1CCOCC1 (dioxan), N#N (N2). Conditions: temperature 95 celsius, time 2 hour. Product: ClC1=C(OC=2C(=NC=NC2NS(=O)(=O)C2=NC=C(C=C2)C(C)C)OCCOC(NC2=NC=CC=C2)=O)C=C(C=C1)OC (pyridin-2-yl-carbamic acid 2-[5-(2-chloro-5-methoxy-phenoxy)-6-(5-isopropyl-pyridin-2-ylsulphonylamino)-pyrimidin-4-yloxy]-ethyl ester). As a reaction SMILES: [Cl:1][C:2]1[CH:31]=[CH:30][C:29]([O:32][CH3:33])=[CH:28][C:3]=1[O:4][C:5]1[C:6]([NH:15][S:16]([C:19]2[CH:24]=[CH:23][C:22]([CH:25]([CH3:27])[CH3:26])=[CH:21][N:20]=2)(=[O:18])=[O:17])=[N:7][CH:8]=[N:9][C:10]=1[O:11][CH2:12][CH2:13][OH:14].[N:34]1[CH:39]=[CH:38][CH:37]=[CH:36][C:35]=1C(N=[N+]=[N-])=O.[N:45]#N.[O:47]1[CH2:52]COCC1>>[Cl:1][C:2]1[CH:31]=[CH:30][C:29]([O:32][CH3:33])=[CH:28][C:3]=1[O:4][C:5]1[C:10]([O:11][CH2:12][CH2:13][O:14][C:52](=[O:47])[NH:45][C:35]2[CH:36]=[CH:37][CH:38]=[CH:39][N:34]=2)=[N:9][CH:8]=[N:7][C:6]=1[NH:15][S:16]([C:19]1[CH:24]=[CH:23][C:22]([CH:25]([CH3:27])[CH3:26])=[CH:21][N:20]=1)(=[O:18])=[O:17]. Procedure details: 100 mg of N-[5-(2-chloro-5-methoxy-phenoxy)-6-(2-hydroxy-ethoxy)-pyrimidin-4-yl]-5-isopropyl-pyridine-2-sulphonamide and 38.5 mg of 2-pyridyl-carboxylic acid azide were dissolved in 1 ml of dry dioxan. The solution was stirred at 95° C. for 2 hours, whereby N2 was liberated. After distillation of the solvent the compound was crystallized from ethanol. 115 mg of pyridin-2-yl-carbamic acid 2-[5-(2-chloro-5-methoxy-phenoxy)-6-(5-isopropyl-pyridin-2-ylsulphonylamino)-pyrimidin-4-yloxy]-ethyl ester w... RXN SMILES: [C:1]([CH3:2])([CH3:3])([CH3:4])[c:5]1[cH:6][c:7](-[c:16]2[nH:17][c:18](=[S:22])[nH:19][c:20]2[CH3:21])[cH:8][c:9]([C:12]([CH3:13])([CH3:14])[CH3:15])[c:10]1[OH:11].[CH3:23][CH2:24][OH:25]>>[C:1]([CH3:2])([CH3:3])([CH3:4])[c:5]1[cH:6][c:7](-[c:16]2[n:17][cH:18][nH:19][c:20]2[CH3:21])[cH:8][c:9]([C:12]([CH3:13])([CH3:14])[CH3:15])[c:10]1[OH:11]. The reactants are Cc1[nH]c(=S)[nH]c1-c1cc(C(C)(C)C)c(O)c(C(C)(C)C)c1, CCO. Yields the product Cc1[nH]cnc1-c1cc(C(C)(C)C)c(O)c(C(C)(C)C)c1. Starting materials: FC1=C(C=CC(=C1)F)C1=NC(=NC=N1)NC1=CC(=CC=C1)CS(=O)(=O)C (4-(2,4-difluorophenyl)-N-{3-[(methylsulfonyl)methyl]phenyl}-1,3,5-triazin-2-amine), intermediate 42.1, C(C)OCCO (2-ethoxyethanol). The product is C(C)OCCOC1=C(C=CC(=C1)F)C1=NC(=NC=N1)NC1=CC(=CC=C1)CS(=O)(=O)C (4-[2-(2-Ethoxyethoxy)-4-fluorophenyl]-N-{3-[(methylsulfonyl)methyl]phenyl}-1,3,5-triazin-2-amine). Reaction SMILES: F[C:2]1[CH:7]=[C:6]([F:8])[CH:5]=[CH:4][C:3]=1[C:9]1[N:14]=[CH:13][N:12]=[C:11]([NH:15][C:16]2[CH:21]=[CH:20][CH:19]=[C:18]([CH2:22][S:23]([CH3:26])(=[O:25])=[O:24])[CH:17]=2)[N:10]=1.[CH2:27]([O:29][CH2:30][CH2:31][OH:32])[CH3:28]>>[CH2:27]([O:29][CH2:30][CH2:31][O:32][C:2]1[CH:7]=[C:6]([F:8])[CH:5]=[CH:4][C:3]=1[C:9]1[N:14]=[CH:13][N:12]=[C:11]([NH:15][C:16]2[CH:21]=[CH:20][CH:19]=[C:18]([CH2:22][S:23]([CH3:26])(=[O:25])=[O:24])[CH:17]=2)[N:10]=1)[CH3:28]. Procedure details: Starting with 4-(2,4-difluorophenyl)-N-{3-[(methylsulfonyl)methyl]phenyl}-1,3,5-triazin-2-amine (75 mg; 0.19 mmol), intermediate 42.1, and 2-ethoxyethanol (76 μl; 0.781 mmol), example 51 was prepared analogously to the procedure for the preparation of example 42. Starting materials: COC(C(C(C(=O)O)C)=CC1=CC=C(C=C1)F)=O (2-(4-fluoro-benzylidene)-3-methyl-succinic acid 1-methyl ester), C(C)(=O)[O-].[Na+] (sodium acetate), crude product. Solvent: C(C)(=O)OC(C)=O (acetic anhydride), C(C)(=O)OCC (ethyl acetate). Reaction conditions: temperature 150 celsius, time 3 hour. Yields the product COC(=O)C1=CC2=CC=C(C=C2C(=C1C)OC(C)=O)F (4-acetoxy-6-fluoro-3-methyl-naphthalene-2-carboxylic acid methyl ester). Isolated yield 34.0%. As a reaction SMILES: [CH3:1][O:2][C:3](=[O:18])[C:4](=[CH:10][C:11]1[CH:16]=[CH:15][C:14]([F:17])=[CH:13][CH:12]=1)[CH:5]([CH3:9])[C:6]([OH:8])=O.[C:19]([O-])(=[O:21])[CH3:20].[Na+]>C(OC(=O)C)(=O)C.C(OCC)(=O)C>[CH3:1][O:2][C:3]([C:4]1[C:5]([CH3:9])=[C:6]([O:8][C:19](=[O:21])[CH3:20])[C:16]2[C:11](=[CH:12][CH:13]=[C:14]([F:17])[CH:15]=2)[CH:10]=1)=[O:18] |f:1.2|. Procedure: To a solution of crude 2-(4-fluoro-benzylidene)-3-methyl-succinic acid 1-methyl ester (approximately 49 g, 0.196 mol) in acetic anhydride (490 mL) was added sodium acetate (32.15 g, 0.392 mol) in one portion. The reaction mixture was stirred at 150° C. for 3 hours. After this time, the reaction mixture was cooled to room temperature, then stirred overnight. Acetic anhydride was removed in vacuo, providing a viscous brown oil. This crude product was dissolved in ethyl acetate. The resulting solut... Reactants: CCOC(=O)c1c(CCl)nc2cc(OC)c(OC)cc2c1-c1ccc(OC)c(OC)c1, CN(C)C=O, [H-], [Na+], O, c1nc[nH]n1. The product is CCOC(=O)c1c(Cn2cncn2)nc2cc(OC)c(OC)cc2c1-c1ccc(OC)c(OC)c1. As a reaction SMILES: [CH2:8]([CH3:9])[O:10][C:11](=[O:12])[c:13]1[c:14]([CH2:37][Cl:38])[n:15][c:16]2[cH:17][c:18]([O:35][CH3:36])[c:19]([O:33][CH3:34])[cH:20][c:21]2[c:22]1-[c:23]1[cH:24][c:25]([O:31][CH3:32])[c:26]([O:29][CH3:30])[cH:27][cH:28]1.[CH3:40][N:41]([CH3:42])[CH:43]=[O:44].[H-:1].[Na+:2].[OH2:39].[nH:3]1[n:4][cH:5][n:6][cH:7]1>>[n:3]1([CH2:37][c:14]2[c:13]([C:11]([O:10][CH2:8][CH3:9])=[O:12])[c:22](-[c:23]3[cH:24][c:25]([O:31][CH3:32])[c:26]([O:29][CH3:30])[cH:27][cH:28]3)[c:21]3[c:16]([n:15]2)[cH:17][c:18]([O:35][CH3:36])[c:19]([O:33][CH3:34])[cH:20]3)[n:4][cH:5][n:6][cH:7]1. The reactants are BrC=1C=CC(=C(C1)C(=O)C1=CC=C(C=C1)C)Cl ((5-bromo-2-chlorophenyl)(p-tolyl)methanone), C1CC(=O)N(C1=O)Br (NBS), CC(C)(C#N)N=NC(C)(C)C#N (AIBN). Solvent: C(Cl)(Cl)(Cl)Cl (CCl4). Conditions: temperature 90 celsius, time 3 hour. Product: BrC=1C=CC(=C(C1)C(=O)C1=CC=C(C=C1)CBr)Cl ((5-bromo-2-chlorophenyl)(4-(bromomethyl)phenyl)methanone). RXN SMILES: [Br:1][C:2]1[CH:3]=[CH:4][C:5]([Cl:17])=[C:6]([C:8]([C:10]2[CH:15]=[CH:14][C:13]([CH3:16])=[CH:12][CH:11]=2)=[O:9])[CH:7]=1.C1C(=O)N([Br:25])C(=O)C1.CC(N=NC(C#N)(C)C)(C#N)C>C(Cl)(Cl)(Cl)Cl>[Br:1][C:2]1[CH:3]=[CH:4][C:5]([Cl:17])=[C:6]([C:8]([C:10]2[CH:15]=[CH:14][C:13]([CH2:16][Br:25])=[CH:12][CH:11]=2)=[O:9])[CH:7]=1. Procedure details: To a solution of (5-bromo-2-chlorophenyl)(p-tolyl)methanone (intermediate AG) (16 g, 48.9 mmol) in CCl4 (80 mL), NBS (10.08 g, 57 mmol) and AIBN (0.848 g) was added. Then the mixture was heated to 90° C. After 3 h, CCl4 was removed under reduced pressure. The residue was dissolved in CH2Cl2 and the solution was washed 1× with HCl (1M) and 2× with brine prior to drying over Na2SO4. Solvent was removed under reduced pressure to obtain crude intermediate AH (20.75 g). Reaction SMILES: [CH3:18][CH2:19][OH:20].[CH3:1][O:2][c:3]1[cH:4][c:5](-[c:9]2[cH:10][c:11]([N+:15]([O-:16])=[O:17])[cH:12][cH:13][cH:14]2)[n:6][cH:7][cH:8]1>>[CH3:1][O:2][c:3]1[cH:4][c:5](-[c:9]2[cH:10][c:11]([NH2:15])[cH:12][cH:13][cH:14]2)[n:6][cH:7][cH:8]1. The product is COc1ccnc(-c2cccc(N)c2)c1. The reactants are CCO, COc1ccnc(-c2cccc([N+](=O)[O-])c2)c1.